Dataset: the Open Reaction Database (ORD), a public repository of structured organic reaction records. Task: describe an organic reaction: reactants, conditions, products, and yield Reactants: CSCC1=C(C=CC(=C1)C(F)(F)F)N (2-[(methylthio)methyl]-4-(trifluoromethyl)benzenamine). The reagents and catalysts are [Ni] (Raney nickel). Solvent: C(C)O (ethanol). Conditions: time 30 minute. Product: CC1=C(C=CC(=C1)C(F)(F)F)N (2-methyl-4-(trifluoromethyl)benzenamine). Yield: 85.9%. RXN SMILES: CS[CH2:3][C:4]1[CH:9]=[C:8]([C:10]([F:13])([F:12])[F:11])[CH:7]=[CH:6][C:5]=1[NH2:14]>[Ni].C(O)C>[CH3:3][C:4]1[CH:9]=[C:8]([C:10]([F:11])([F:12])[F:13])[CH:7]=[CH:6][C:5]=1[NH2:14]. Reported procedure: Activated Raney nickel (500 g wet paste, ˜50μ) was added portionwise to a solution of 2-[(methylthio)methyl]-4-(trifluoromethyl)benzenamine (55.3 g, 0.25 mole) in 1 L of ethanol over 30 minutes at 25-30° C. The heterogeneous mixture was stirred vigorously for 30 minutes after the addition. The sting was stopped, and the solids were allowed to settle over one hour. The liquid was decanted from the solids and poured through filter paper. The filtrate was evaporated under reduced pressure, and the ... Starting materials: NC1=CC=C(OC(C(=O)O)(C)C)C=C1 (2-(4-aminophenoxy)-2-methylpropionic acid), ClC=1C=C(C(=O)Cl)C=C(C1)Cl (3,5-dichlorobenzoyl chloride), Cl (HCl). The solvent is [OH-].[Na+] (NaOH), [OH-].[Na+] (NaOH). Run at time 1 hour. The product is ClC=1C=C(C(=O)NC2=CC=C(OC(C(=O)O)(C)C)C=C2)C=C(C1)Cl (2-(4-(3,5-dichlorobenzamido)phenoxy)-2-methylpropionic acid). Isolated yield 76.0%. As a reaction SMILES: [NH2:1][C:2]1[CH:14]=[CH:13][C:5]([O:6][C:7]([CH3:12])([CH3:11])[C:8]([OH:10])=[O:9])=[CH:4][CH:3]=1.Cl.[Cl:16][C:17]1[CH:18]=[C:19]([CH:23]=[C:24]([Cl:26])[CH:25]=1)[C:20](Cl)=[O:21]>[OH-].[Na+]>[Cl:16][C:17]1[CH:18]=[C:19]([CH:23]=[C:24]([Cl:26])[CH:25]=1)[C:20]([NH:1][C:2]1[CH:3]=[CH:4][C:5]([O:6][C:7]([CH3:12])([CH3:11])[C:8]([OH:10])=[O:9])=[CH:13][CH:14]=1)=[O:21] |f:3.4|. Procedure: To a solution of 0.5 g 2-(4-aminophenoxy)-2-methylpropionic acid in 5 ml 2N NaOH, 0.70 ml 3,5-dichlorobenzoyl chloride was dropwise added with stirring 5 ml additional 2N NaOH was gradually added to keep the PH strongly alkaline during the reaction. After 1 hour stirring, the reaction product was acidified with HCl. The white precipitate was recrystallized from aqueous isopropanol to give 1.4 g (76%) of fine crystals MP 206°-207°.